This data is from the Open Reaction Database (ORD), a public repository of structured organic reaction records. The task is: describe an organic reaction: reactants, conditions, products, and yield The reactants are CC=CCC1Cc2ccc(OC)cc2C1=O, CO, ClCCl, O=[O+][O-]. Yields the product COc1ccc2c(c1)C(=O)C(CC=O)C2. Reaction SMILES: [CH2:4]([CH:5]=[CH:6][CH3:7])[CH:8]1[C:9](=[O:19])[c:10]2[cH:11][c:12]([O:17][CH3:18])[cH:13][cH:14][c:15]2[CH2:16]1.[CH3:23][OH:24].[Cl:20][CH2:21][Cl:22].[O-:1][O+:2]=[O:3]>>[O:1]=[CH:5][CH2:4][CH:8]1[C:9](=[O:19])[c:10]2[cH:11][c:12]([O:17][CH3:18])[cH:13][cH:14][c:15]2[CH2:16]1.